Dataset: the Open Reaction Database (ORD), a public repository of structured organic reaction records. Task: describe an organic reaction: reactants, conditions, products, and yield Starting materials: Cl.COC=1C=C(C=C(C1O)OC)C(CNC)O (1-(3,5-dimethoxy-4-hydroxy phenyl)-2-(N-methylamino) ethanol hydrochloride), COC=1C=C(C=C(C1O)OC)C(C(Cl)(Cl)Cl)O (1-(3,5-dimethoxy-4-hydroxyphenyl)2,2,2-trichloro ethanol), COC1=C(C(=CC=C1)OC)O (2,6-dimethoxyphenol), O=CC(Cl)(Cl)Cl (chloral). Product: COC=1C=C(C=C(C1O)OC)C(=O)C=O (3,5-dimethoxy-4-hydroxyphenyl glyoxal). RXN SMILES: Cl.[CH3:2][O:3][C:4]1[CH:5]=[C:6]([CH:13]([OH:17])[CH2:14]NC)[CH:7]=[C:8]([O:11][CH3:12])[C:9]=1[OH:10].C[O:19]C1C=CC=C(OC)C=1O.O=CC(Cl)(Cl)Cl.COC1C=C(C(O)C(Cl)(Cl)Cl)C=C(OC)C=1O>>[CH3:2][O:3][C:4]1[CH:5]=[C:6]([C:13]([CH:14]=[O:19])=[O:17])[CH:7]=[C:8]([O:11][CH3:12])[C:9]=1[OH:10] |f:0.1|. Procedure details: A process for preparing 1-(3,5-dimethoxy-4-hydroxy phenyl)-2-(N-methylamino) ethanol hydrochloride is described by reacting 2,6-dimethoxyphenol with anhydrous chloral in the presence of a catalyst, hydrolyzing 1-(3,5-dimethoxy-4-hydroxyphenyl)2,2,2-trichloro ethanol and subsequently isolating the 3,5-dimethoxy-4-hydroxyphenyl glyoxal thus obtained; finally, this compound, in the form of the bisulfite, is directly converted to the desired product by amination with methylamine in the presence of h... The reactants are mixture, N[C@@]1([C@@H]2[C@]([C@@H]2C[C@H]1OCC1=CC(=C(C=C1)Cl)Cl)(C(=O)N)F)C#N ((1R,2S,3R,5R,6R)-2-amino-2-cyano-3-[(3,4-dichloro benzyl)oxy]-6-fluoro bicyclo[3.1.0]hexane-6-carboxamide), N[C@]1([C@@H]2[C@]([C@@H]2C[C@H]1OCC1=CC(=C(C=C1)Cl)Cl)(C(=O)N)F)C#N ((1R,2R,3R,5R,6R)-2-amino-2-cyano-3-[(3,4-dichloro benzyl)oxy]-6-fluoro bicyclo[3.1.0]hexane-6-carboxamide), C(C(=O)O)(=O)O (oxalic acid). Solvent: C(C)(=O)OCC (ethyl acetate). Conditions: time 50 minute. The product is C(C(=O)O)(=O)O.N[C@@]1([C@@H]2[C@]([C@@H]2C[C@H]1OCC1=CC(=C(C=C1)Cl)Cl)(C(=O)N)F)C#N ((1R,2S,3R,5R,6R)-2-amino-2-cyano-3-[(3,4-dichloro benzyl)oxy]-6-fluoro bicyclo[3.1.0]hexane-6-carboxamide oxalate). As a reaction SMILES: [NH2:1][C@@:2]1([C:22]#[N:23])[C@H:7]([O:8][CH2:9][C:10]2[CH:15]=[CH:14][C:13]([Cl:16])=[C:12]([Cl:17])[CH:11]=2)[CH2:6][C@@H:5]2[C@H:3]1[C@@:4]2([F:21])[C:18]([NH2:20])=[O:19].N[C@]1(C#N)[C@H](OCC2C=CC(Cl)=C(Cl)C=2)C[C@@H]2[C@H]1[C@@]2(F)C(N)=O.[C:47]([OH:52])(=[O:51])[C:48]([OH:50])=[O:49]>C(OCC)(=O)C>[C:47]([OH:52])(=[O:51])[C:48]([OH:50])=[O:49].[NH2:1][C@@:2]1([C:22]#[N:23])[C@H:7]([O:8][CH2:9][C:10]2[CH:15]=[CH:14][C:13]([Cl:16])=[C:12]([Cl:17])[CH:11]=2)[CH2:6][C@@H:5]2[C@H:3]1[C@@:4]2([F:21])[C:18]([NH2:20])=[O:19] |f:4.5|. Reported procedure: To ethyl acetate (5 mL) solution containing 251.0 mg of the mixture of (1R,2S,3R,5R,6R)-2-amino-2-cyano-3-[(3,4-dichloro benzyl)oxy]-6-fluoro bicyclo[3.1.0]hexane-6-carboxamide (6a) and (1R,2R,3R,5R,6R)-2-amino-2-cyano-3-[(3,4-dichloro benzyl)oxy]-6-fluoro bicyclo[3.1.0]hexane-6-carboxamide (8a) [containing (6a): 171.5 mg and (8a): 75.1 mg], 67.7 mg (content: 98 wt %) of oxalic acid was added and stirred for 17 hrs and 50 min at room temperature. The resulting slurry was filtered under suction, ... Starting materials: acyloxyalkyl carbamates, N(C)CC(=O)O (sarcosine), CC(CC(=O)OCCOC(=O)ON1C(CCC1=O)=O)C ((2,5-dioxoazolidinyloxycarbonyloxy)ethyl 3-methylbutanoate). Product: CN(CC(=O)O)C(=O)OCCOC(CC(C)C)=O (2-{N-Methyl[(3-methylbutanoyloxy)ethoxy]carbonylamino}acetic Acid). Isolated yield 27.6%. RXN SMILES: [NH:1]([CH2:3][C:4]([OH:6])=[O:5])[CH3:2].[CH3:7][CH:8]([CH3:26])[CH2:9][C:10]([O:12][CH2:13][CH2:14][O:15][C:16](ON1C(=O)CCC1=O)=[O:17])=[O:11]>>[CH3:2][N:1]([C:16]([O:15][CH2:14][CH2:13][O:12][C:10](=[O:11])[CH2:9][CH:8]([CH3:7])[CH3:26])=[O:17])[CH2:3][C:4]([OH:6])=[O:5]. Procedure: Following the general procedure for the synthesis of acyloxyalkyl carbamates, sarcosine (0.104 g, 1.1 mmol) and (2,5-dioxoazolidinyloxycarbonyloxy)ethyl 3-methylbutanoate (0.28 g, 0.97 mmol) were reacted to provide 0.070 g (27.5% yield) of the title compound (45) as a colorless, waxy material after work-up and mass-guided preparative HPLC purification. 1H NMR (CD3OD, 400 MHz): δ=6.78 (q, 1H), 4.12 (m, 2H), 2.99 (2s, 3H), 2.23 (m, 2H), 2.12 (m, 1H), 1.52 (2d, 3H), 0.99 (t, 3H). MS (ESI) m/z 284.0... Starting materials: C1CCOC1, CN(C)N, Brc1cnc(Nc2ccc(OCC3CO3)cc2)nc1Nc1ccccc1. The product is CN(C)NCC(O)COc1ccc(Nc2ncc(Br)c(Nc3ccccc3)n2)cc1. As a reaction SMILES: [CH2:31]1[O:32][CH2:33][CH2:34][CH2:35]1.[CH3:27][N:28]([NH2:29])[CH3:30].[NH:1]([c:2]1[cH:3][cH:4][cH:5][cH:6][cH:7]1)[c:8]1[n:9][c:10]([NH:15][c:16]2[cH:17][cH:18][c:19]([O:22][CH2:23][CH:24]3[CH2:25][O:26]3)[cH:20][cH:21]2)[n:11][cH:12][c:13]1[Br:14]>>[NH:1]([c:2]1[cH:3][cH:4][cH:5][cH:6][cH:7]1)[c:8]1[n:9][c:10]([NH:15][c:16]2[cH:17][cH:18][c:19]([O:22][CH2:23][CH:24]([CH2:25][NH:29][N:28]([CH3:27])[CH3:30])[OH:26])[cH:20][cH:21]2)[n:11][cH:12][c:13]1[Br:14]. As a reaction SMILES: [C:21](=[O:22])([OH:23])[CH2:24][CH2:25][CH2:26][CH2:27][n:28]1[cH:29][c:30]([CH:40]2[CH2:41][CH2:42][CH2:43][CH2:44][CH2:45]2)[c:31]2[cH:32][cH:33][c:34]([C:37](=[O:38])[OH:39])[cH:35][c:36]12.[F:1][C:2]([F:3])([F:4])[C:5]([OH:6])=[O:7].[F:8][C:9]([F:10])([F:11])[C:12]([O:13][C:14](=[O:15])[C:16]([F:17])([F:18])[F:19])=[O:20].[OH2:46]>>[C:21]1(=[O:22])[CH2:24][CH2:25][CH2:26][CH2:27][n:28]2[c:29]1[c:30]([CH:40]1[CH2:41][CH2:42][CH2:43][CH2:44][CH2:45]1)[c:31]1[cH:32][cH:33][c:34]([C:37](=[O:38])[OH:39])[cH:35][c:36]21. Yields the product O=C(O)c1ccc2c(C3CCCCC3)c3n(c2c1)CCCCC3=O. Reactants: O=C(O)CCCCn1cc(C2CCCCC2)c2ccc(C(=O)O)cc21, O=C(O)C(F)(F)F, O=C(OC(=O)C(F)(F)F)C(F)(F)F, O. Starting materials: Cl (HCl), CC1=C2C(=CNC2=CC=C1)CCO (2-(4-methyl-1H-indol-3-yl)ethanol), [B-][N+](C)(C)C (borane trimethylamine complex), Cl (HCl). Solvent: O1CCOCC1 (1,4-dioxane). Conditions: time 16 hour. The product is CC1=C2C(CNC2=CC=C1)CCO ((RS)-2-(4-Methyl-2,3-dihydro-1H-indol-3-yl)ethanol). Isolated yield 88.2%. As a reaction SMILES: [CH3:1][C:2]1[CH:10]=[CH:9][CH:8]=[C:7]2[C:3]=1[C:4]([CH2:11][CH2:12][OH:13])=[CH:5][NH:6]2.[B-][N+](C)(C)C.Cl>O1CCOCC1>[CH3:1][C:2]1[CH:10]=[CH:9][CH:8]=[C:7]2[C:3]=1[CH:4]([CH2:11][CH2:12][OH:13])[CH2:5][NH:6]2. Procedure: A mixture of 4-methyl-1H-indole (15.7 g, 0.12 mol), diethyl ether (300 mL) and tetrahydrofuran (300 mL) was stirred at room temperature. To this solution was added oxalyl chloride (22.8 g, 0.18 mol) drop wise. The resulting solution was stirred at room temperature for 16 h. Ethanol (100 mL) was added, and the mixture was stirred for 5 min. Triethylamine (100 mL) was added under cooling (20-30° C.) and then ice (200 mL) and brine (1 L). The aqueous phase was extracted with ethyl acetate, and the ...